Dataset: the Open Reaction Database (ORD), a public repository of structured organic reaction records. Task: describe an organic reaction: reactants, conditions, products, and yield The reactants are ClC1=C(C(=O)N[C@@H]2CCC3=CC=C(C=C23)C(=O)N(C2CCNCC2)C)C=CC=C1 ((R)-3-(2-chlorobenzamido)-N-methyl-N-(piperidin-4-yl)-2,3-dihydro-1H-indene-5-carboxamide), ClC1=NC(=NC=C1)CN ((4-chloropyrimidin-2-yl)methylamine), CCN(C(C)C)C(C)C (DIPEA). Solvent: O1CCOCC1 (dioxane). The product is ClC1=C(C(=O)N[C@@H]2CCC3=CC=C(C=C23)C(=O)N(C2CCN(CC2)C2=NC(=NC=C2)NC)C)C=CC=C1 ((3R)-3-[(2-Chloro-benzoyl)amino]-N-methyl-N-[1-(2-methylamino-pyrimidin-4-yl)-piperidin-4-yl]-2,3-dihydro-1H-indene-5-carboxylic acid amide). The yield is 49.0%. RXN SMILES: [Cl:1][C:2]1[CH:29]=[CH:28][CH:27]=[CH:26][C:3]=1[C:4]([NH:6][C@H:7]1[C:15]2[C:10](=[CH:11][CH:12]=[C:13]([C:16]([N:18]([CH3:25])[CH:19]3[CH2:24][CH2:23][NH:22][CH2:21][CH2:20]3)=[O:17])[CH:14]=2)[CH2:9][CH2:8]1)=[O:5].Cl[C:31]1[CH:36]=[CH:35][N:34]=[C:33](CN)[N:32]=1.C[CH2:40][N:41](C(C)C)C(C)C>O1CCOCC1>[Cl:1][C:2]1[CH:29]=[CH:28][CH:27]=[CH:26][C:3]=1[C:4]([NH:6][C@H:7]1[C:15]2[C:10](=[CH:11][CH:12]=[C:13]([C:16]([N:18]([CH3:25])[CH:19]3[CH2:20][CH2:21][N:22]([C:35]4[CH:36]=[CH:31][N:32]=[C:33]([NH:41][CH3:40])[N:34]=4)[CH2:23][CH2:24]3)=[O:17])[CH:14]=2)[CH2:9][CH2:8]1)=[O:5]. Procedure: A mixture of (R)-3-(2-chlorobenzamido)-N-methyl-N-(piperidin-4-yl)-2,3-dihydro-1H-indene-5-carboxamide (400 mg, 0.973 mmol, 1 eq), (4-chloropyrimidin-2-yl)methylamine (280 mg, 1.946 mmol, 2 eq) and DIPEA (0.33 ml, 1.946 mmol, 2 eq) in dioxane (10 ml) was refluxed for 16 h. When the reaction was complete according to TLC monitoring, concentration under reduced pressure was carried out and the residue was taken up in dichloromethane (100 ml) and washed with water (40 ml) and saturated sodium chlor... The reactants are [BH4-], CCOCC, [Cl-], [Cl-], Cl, CCOC(=O)C(Cc1cccc(OC(C)C)c1)C(=O)c1ccc(F)cc1, [Na+], [Zn+2]. Yields the product CCOC(=O)C(Cc1cccc(OC(C)C)c1)C(O)c1ccc(F)cc1. Reaction SMILES: [BH4-:1].[CH3:30][CH2:31][O:32][CH2:33][CH3:34].[Cl-:35].[Cl-:37].[ClH:29].[F:3][c:4]1[cH:5][cH:6][c:7]([C:10]([CH:11]([C:12](=[O:13])[O:14][CH2:15][CH3:16])[CH2:17][c:18]2[cH:19][c:20]([O:24][CH:25]([CH3:26])[CH3:27])[cH:21][cH:22][cH:23]2)=[O:28])[cH:8][cH:9]1.[Na+:2].[Zn+2:36]>>[F:3][c:4]1[cH:5][cH:6][c:7]([CH:10]([CH:11]([C:12](=[O:13])[O:14][CH2:15][CH3:16])[CH2:17][c:18]2[cH:19][c:20]([O:24][CH:25]([CH3:26])[CH3:27])[cH:21][cH:22][cH:23]2)[OH:28])[cH:8][cH:9]1. Reactants: CCCN(CCC)C(=O)C=C(C)C(=O)O, C1CCOC1. Yields the product CCCN(CCC)C(=O)CC(C)C(=O)O. RXN SMILES: [CH2:1]([CH2:2][CH3:3])[N:4]([C:5](=[O:6])[CH:7]=[C:8]([C:9](=[O:10])[OH:11])[CH3:12])[CH2:13][CH2:14][CH3:15].[O:16]1[CH2:17][CH2:18][CH2:19][CH2:20]1>>[CH2:1]([CH2:2][CH3:3])[N:4]([C:5](=[O:6])[CH2:7][CH:8]([C:9](=[O:10])[OH:11])[CH3:12])[CH2:13][CH2:14][CH3:15]. Starting materials: CCOC(=O)CP(=O)(OCC)OCC, Cc1oc(-c2ccccc2)nc1COc1ccc(COc2nn(Cc3ccc(OCc4nc(-c5ccccc5)oc4C)cc3)cc2C=O)cc1, CN(C)C=O, [H-], [Na+], O. The product is CCOC(=O)C=Cc1cn(Cc2ccc(OCc3nc(-c4ccccc4)oc3C)cc2)nc1OCc1ccc(OCc2nc(-c3ccccc3)oc2C)cc1. RXN SMILES: [CH2:51]([O:52][P:53]([O:54][CH2:55][CH3:56])(=[O:57])[CH2:59][C:60](=[O:61])[O:62][CH2:63][CH3:64])[CH3:58].[CH3:1][c:2]1[c:3]([CH2:13][O:14][c:15]2[cH:16][cH:17][c:18]([CH2:19][n:20]3[n:21][c:22]([O:27][CH2:28][c:29]4[cH:30][cH:31][c:32]([O:35][CH2:36][c:37]5[n:38][c:39](-[c:43]6[cH:44][cH:45][cH:46][cH:47][cH:48]6)[o:40][c:41]5[CH3:42])[cH:33][cH:34]4)[c:23]([CH:25]=[O:26])[cH:24]3)[cH:49][cH:50]2)[n:4][c:5](-[c:7]2[cH:8][cH:9][cH:10][cH:11][cH:12]2)[o:6]1.[CH3:65][N:66]([CH3:67])[CH:68]=[O:69].[H-:70].[Na+:71].[OH2:72]>>[CH3:1][c:2]1[c:3]([CH2:13][O:14][c:15]2[cH:16][cH:17][c:18]([CH2:19][n:20]3[n:21][c:22]([O:27][CH2:28][c:29]4[cH:30][cH:31][c:32]([O:35][CH2:36][c:37]5[n:38][c:39](-[c:43]6[cH:44][cH:45][cH:46][cH:47][cH:48]6)[o:40][c:41]5[CH3:42])[cH:33][cH:34]4)[c:23]([CH:25]=[CH:59][C:60](=[O:61])[O:62][CH2:63][CH3:64])[cH:24]3)[cH:49][cH:50]2)[n:4][c:5](-[c:7]2[cH:8][cH:9][cH:10][cH:11][cH:12]2)[o:6]1. Reactants: [H-].[Na+] (sodium hydride), C(C)S (ethanethiol), NC1=CC(=C(C(=O)NCC2CN(CCO2)CC2=CC=CC=C2)C=C1Cl)OC (4-amino-N-[(4-benzyl-2-morpholinyl)methyl]-5-chloro-2-methoxybenzamide). Solvent: CN(C=O)C (dimethylformamide), CN(C=O)C (dimethylformamide). Reaction conditions: temperature 25 celsius, time 0.5 hour. Product: monohydrate, NC1=CC(=C(C(=O)NCC2CN(CCO2)CC2=CC=CC=C2)C=C1Cl)O (4-amino-N-[(4-benzyl-2-morpholinyl)methyl]-5-chloro-2-hydroxybenzamide). Yield: 70.2%. Reaction SMILES: [H-].[Na+].C(S)C.[NH2:6][C:7]1[C:29]([Cl:30])=[CH:28][C:10]([C:11]([NH:13][CH2:14][CH:15]2[O:20][CH2:19][CH2:18][N:17]([CH2:21][C:22]3[CH:27]=[CH:26][CH:25]=[CH:24][CH:23]=3)[CH2:16]2)=[O:12])=[C:9]([O:31]C)[CH:8]=1>CN(C)C=O>[NH2:6][C:7]1[C:29]([Cl:30])=[CH:28][C:10]([C:11]([NH:13][CH2:14][CH:15]2[O:20][CH2:19][CH2:18][N:17]([CH2:21][C:22]3[CH:27]=[CH:26][CH:25]=[CH:24][CH:23]=3)[CH2:16]2)=[O:12])=[C:9]([OH:31])[CH:8]=1 |f:0.1|. Reported procedure: To a stirred suspension of 60% sodium hydride (0.52 g) in dimethylformamide (20 ml) is added under ice-coolinga solution of ethanethiol (0.81 g) in dimethylformamide (5 ml). After the mixture is stirred at 25° C. for 0.5 hour, 4-amino-N-[(4-benzyl-2-morpholinyl)methyl]-5-chloro-2-methoxybenzamide (3.4 g) is added, and the mixture is stirred at 100° C. for 1 hour. After cooling, the reaction mixture is evaporated under reduced pressure. The residue is diluted with water, washed with chloroform, a...